Dataset: the Open Reaction Database (ORD), a public repository of structured organic reaction records. Task: describe an organic reaction: reactants, conditions, products, and yield Reactants: C(CC\C=C/C\C=C/C\C=C/C\C=C/C\C=C/C\C=C/CC)(=O)NC(C(=O)NC=1C=CC(=C(C(=O)O)C1)O)CC(C)C (5-(2-(4Z,7Z,10Z,13Z,16Z,19Z)-docosa-4,7,10,13,16,19-hexaenamido-4-methylpentanamido)-2-hydroxybenzoic acid), N[C@@H](CC1=CC=CC=C1)C(=O)O (phenylalanine). Yields the product C(CC\C=C/C\C=C/C\C=C/C\C=C/C\C=C/C\C=C/CC)(=O)NC(C(=O)NC=1C=CC(=C(C(=O)O)C1)O)CC1=CC=CC=C1 (5-(2-(4Z,7Z,10Z,13Z,16Z,19Z)-Docosa-4,7,10,13,16,19-hexaenamido-3-phenylpropanamido)-2-hydroxybenzoic acid). RXN SMILES: [C:1]([NH:24][CH:25]([CH2:39][CH:40]([CH3:42])[CH3:41])[C:26]([NH:28][C:29]1[CH:30]=[CH:31][C:32]([OH:38])=[C:33]([CH:37]=1)[C:34]([OH:36])=[O:35])=[O:27])(=[O:23])[CH2:2][CH2:3]/[CH:4]=[CH:5]\[CH2:6]/[CH:7]=[CH:8]\[CH2:9]/[CH:10]=[CH:11]\[CH2:12]/[CH:13]=[CH:14]\[CH2:15]/[CH:16]=[CH:17]\[CH2:18]/[CH:19]=[CH:20]\[CH2:21][CH3:22].N[C@H:44]([C:52](O)=O)[CH2:45]C1C=CC=CC=1>>[C:1]([NH:24][CH:25]([CH2:39][C:40]1[CH:41]=[CH:52][CH:44]=[CH:45][CH:42]=1)[C:26]([NH:28][C:29]1[CH:30]=[CH:31][C:32]([OH:38])=[C:33]([CH:37]=1)[C:34]([OH:36])=[O:35])=[O:27])(=[O:23])[CH2:2][CH2:3]/[CH:4]=[CH:5]\[CH2:6]/[CH:7]=[CH:8]\[CH2:9]/[CH:10]=[CH:11]\[CH2:12]/[CH:13]=[CH:14]\[CH2:15]/[CH:16]=[CH:17]\[CH2:18]/[CH:19]=[CH:20]\[CH2:21][CH3:22]. Procedure: 5-(2-(4Z,7Z,10Z,13Z,16Z,19Z)-Docosa-4,7,10,13,16,19-hexaenamido-3-phenylpropanamido)-2-hydroxybenzoic acid was prepared in a similar fashion as 5-(2-(4Z,7Z,10Z,13Z,16Z,19Z)-docosa-4,7,10,13,16,19-hexaenamido-4-methylpentanamido)-2-hydroxybenzoic acid, using the appropriate phenylalanine starting material. Mass calculated for C38H46N2O5=610.78. found: [M−H]+=609.3. Procedure: To a stirred mixture of 3-chloro-6-hydroxyquinoline (0.130 g) and anhydrous potassium carbonate (0.110 g) in dry N,N-dimethylformamide (3 ml) at 80° C. was added 2-bromo-N-(4-methylpent-2-yn-4-yl) butyramide (0.197 g) and the reaction maintained at this temperature for 6 hours. The brown suspension produced was cooled to ambient temperature, poured into water and extracted with diethyl ether. The extract was washed with water, dried over magnesium sulphate then evaporated under reduced pressure ... The reactants are BrC(C(=O)NC(C#CC)(C)C)CC (2-bromo-N-(4-methylpent-2-yn-4-yl) butyramide), O (water), ClC=1C=NC2=CC=C(C=C2C1)O (3-chloro-6-hydroxyquinoline), C([O-])([O-])=O.[K+].[K+] (potassium carbonate). Yields the product ClC=1C=NC2=CC=C(C=C2C1)OC(C(=O)NC(C#CC)(C)C)CC (2-(3-chloro-6-quinolinyloxy)-N-(4-methylpent-2-yn-4-yl) butyramide). Run in CN(C=O)C (N,N-dimethylformamide), CCCCCC.C(C)(=O)OCC (hexane ethyl acetate). Isolated yield 66.9%. RXN SMILES: [Cl:1][C:2]1[CH:3]=[N:4][C:5]2[C:10]([CH:11]=1)=[CH:9][C:8]([OH:12])=[CH:7][CH:6]=2.C(=O)([O-])[O-].[K+].[K+].Br[CH:20]([CH2:30][CH3:31])[C:21]([NH:23][C:24]([CH3:29])([CH3:28])[C:25]#[C:26][CH3:27])=[O:22].O>CN(C)C=O.CCCCCC.C(OCC)(=O)C>[Cl:1][C:2]1[CH:3]=[N:4][C:5]2[C:10]([CH:11]=1)=[CH:9][C:8]([O:12][CH:20]([CH2:30][CH3:31])[C:21]([NH:23][C:24]([CH3:29])([CH3:28])[C:25]#[C:26][CH3:27])=[O:22])=[CH:7][CH:6]=2 |f:1.2.3,7.8|. Reactants: C(C)(=O)C1=C(C=C(C=C1)Cl)/C=C/C(=O)OC(C)(C)C ((E)-tert-butyl 3-(2-acetyl-5-chlorophenyl)acrylate). Run in C(=O)(C(F)(F)F)O.C(Cl)Cl (TFA DCM). Reaction conditions: time 1 hour. The product is C(C)(=O)C1=C(C=C(C=C1)Cl)/C=C/C(=O)O ((E)-3-(2-acetyl-5-chlorophenyl)acrylic acid). The yield is 98.9%. As a reaction SMILES: [C:1]([C:4]1[CH:9]=[CH:8][C:7]([Cl:10])=[CH:6][C:5]=1/[CH:11]=[CH:12]/[C:13]([O:15]C(C)(C)C)=[O:14])(=[O:3])[CH3:2]>C(O)(C(F)(F)F)=O.C(Cl)Cl>[C:1]([C:4]1[CH:9]=[CH:8][C:7]([Cl:10])=[CH:6][C:5]=1/[CH:11]=[CH:12]/[C:13]([OH:15])=[O:14])(=[O:3])[CH3:2] |f:1.2|. Procedure details: A solution of Intermediate 4A (0.048 g, 0.171 mmol) in 50% TFA/DCM (2 mL) was stirred at rt. After 1 h, the reaction was concentrated to give Intermediate 4 (0.038 g, 100% yield) as a yellow solid. The material was carried onto the next step without further purification. MS (ESI) m/z: 225.1 (M+H)+. Yields the product Cn1nnc(-c2ccc(C(c3ccc(OCc4ccccn4)cc3)C(C)(C)C)nc2)n1. Reactants: O=C([O-])[O-], O=C([O-])O, CC(C)(C)C(c1ccc(OCc2ccccn2)cc1)c1ccc(-c2nn[n-]n2)cn1, [Cs+], [Cs+], CI, [NH4+], [Na+], CN(C)C=O. RXN SMILES: [C:3](=[O:4])([O-:5])[O-:6].[C:40](=[O:41])([OH:42])[O-:43].[CH3:9][C:10]([CH:11]([c:12]1[cH:13][cH:14][c:15]([O:18][CH2:19][c:20]2[n:21][cH:22][cH:23][cH:24][cH:25]2)[cH:16][cH:17]1)[c:26]1[cH:27][cH:28][c:29](-[c:32]2[n:33][n:34][n-:35][n:36]2)[cH:30][n:31]1)([CH3:37])[CH3:38].[Cs+:7].[Cs+:8].[I:1][CH3:2].[NH4+:39].[Na+:44].[O:45]=[CH:46][N:47]([CH3:48])[CH3:49]>>[CH3:3][n:34]1[n:33][c:32](-[c:29]2[cH:28][cH:27][c:26]([CH:11]([C:10]([CH3:9])([CH3:37])[CH3:38])[c:12]3[cH:13][cH:14][c:15]([O:18][CH2:19][c:20]4[n:21][cH:22][cH:23][cH:24][cH:25]4)[cH:16][cH:17]3)[n:31][cH:30]2)[n:36][n:35]1.